From a dataset of the Open Reaction Database (ORD), a public repository of structured organic reaction records. describe an organic reaction: reactants, conditions, products, and yield Starting materials: COC1=CC=C(CN(C2=NC(=NC(=N2)C)C=2C=C(C=NC2NC=2C=NC(=C(C2)F)OC)C(=O)N2CCC(CC2)O)CC2=CC=C(C=C2)OC)C=C1 ((5-(4-(bis(4-methoxybenzyl)amino)-6-methyl-1,3,5-triazin-2-yl)-6-(5-fluoro-6-methoxypyridin-3-ylamino)pyridin-3-yl)(4-hydroxypiperidin-1-yl)methanone). The solvent is C(=O)(C(F)(F)F)O (TFA). Run at time 10 minute. The product is NC1=NC(=NC(=N1)C)C=1C=C(C=NC1NC=1C=NC(=C(C1)F)OC)C(=O)N1CCC(CC1)O ((5-(4-amino-6-methyl-1,3,5-triazin-2-yl)-6-(5-fluoro-6-methoxypyridin-3-ylamino)pyridin-3-yl)(4-hydroxypiperidin-1-yl)methanone). Yield: 56.7%. As a reaction SMILES: COC1C=CC(C[N:8](CC2C=CC(OC)=CC=2)[C:9]2[N:14]=[C:13]([CH3:15])[N:12]=[C:11]([C:16]3[CH:17]=[C:18]([C:32]([N:34]4[CH2:39][CH2:38][CH:37]([OH:40])[CH2:36][CH2:35]4)=[O:33])[CH:19]=[N:20][C:21]=3[NH:22][C:23]3[CH:24]=[N:25][C:26]([O:30][CH3:31])=[C:27]([F:29])[CH:28]=3)[N:10]=2)=CC=1>C(O)(C(F)(F)F)=O>[NH2:8][C:9]1[N:14]=[C:13]([CH3:15])[N:12]=[C:11]([C:16]2[CH:17]=[C:18]([C:32]([N:34]3[CH2:35][CH2:36][CH:37]([OH:40])[CH2:38][CH2:39]3)=[O:33])[CH:19]=[N:20][C:21]=2[NH:22][C:23]2[CH:24]=[N:25][C:26]([O:30][CH3:31])=[C:27]([F:29])[CH:28]=2)[N:10]=1. Reported procedure: A solution of (5-(4-(bis(4-methoxybenzyl)amino)-6-methyl-1,3,5-triazin-2-yl)-6-(5-fluoro-6-methoxypyridin-3-ylamino)pyridin-3-yl)(4-hydroxypiperidin-1-yl)methanone (0.109 g, 0.157 mmol) in TFA (7.0 mL) (Aldrich) was heated at 80° C. overnight. The solution was cooled to room temperature and concentrated to about 50% of the original volume under a stream of argon. A few pieces of ice were added, and then a saturated solution of NaHCO3 was added slowly until pH 7 was reached. The precipitate was i...